This data is from the Open Reaction Database (ORD), a public repository of structured organic reaction records. The task is: describe an organic reaction: reactants, conditions, products, and yield Reactants: Cl.ClC1=CC=C(C=C1)S(=O)(=O)C1CNCC1 (3-[(4-chlorophenyl)sulfonyl]pyrrolidine hydrochloride), C[O-].[Na+] (sodium methoxide). Solvent: CS(=O)C (dimethylsulfoxide). The product is Cl.COC1=CC=C(C=C1)S(=O)(=O)C1CNCC1 (3-[(4-Methoxyphenyl)sulfonyl]pyrrolidine hydrochloride). Reaction SMILES: Cl.[Cl:2][C:3]1[CH:8]=[CH:7][C:6]([S:9]([CH:12]2[CH2:16][CH2:15][NH:14][CH2:13]2)(=[O:11])=[O:10])=[CH:5][CH:4]=1.[CH3:17][O-:18].[Na+]>CS(C)=O>[ClH:2].[CH3:17][O:18][C:3]1[CH:8]=[CH:7][C:6]([S:9]([CH:12]2[CH2:16][CH2:15][NH:14][CH2:13]2)(=[O:11])=[O:10])=[CH:5][CH:4]=1 |f:0.1,2.3,5.6|. Procedure details: A solution of 15.5 g (0.060 mole) of 3-[(4-chlorophenyl)sulfonyl]pyrrolidine hydrochloride and 9.0 g (0.167 mole) of sodium methoxide in 200 ml of dimethylsulfoxide was stirred at 100° C. for 2 hours. The solvent was removed in vacuo and the residue was partitioned between methylene chloride and water. The methylene chloride solution was dried over magnesium sulfate and the solvent was removed in vacuo to give an oil, the free base of the title compound. The hydrochloride salt was prepared, recr... Starting materials: OC1=C(C=C(C=C1C(C)(C)CC)C(C)(C)CC)N=NC1=C(C=CC=C1)[N+](=O)[O-] (2'-hydroxy-3',5'-di-tert-amyl-2-nitroazobenzene), OC1=C(C=C(C=C1C)C(C)(C)C)N=NC1=C(C=CC=C1)[N+](=O)[O-] (2'-hydroxy-3'-methyl-5'-tert-butyl-2-nitroazobenzene). Yields the product OC1=C(C=C(C=C1C)C(C)(C)C)N1N=C2C(=N1)C=CC=C2 (2-(2-hydroxy-3-methyl-5-tert-butylphenyl)-2H-benzotriazole). The yield is 81.0%. As a reaction SMILES: [OH:1][C:2]1[C:7]([C:8](CC)(C)C)=[CH:6][C:5]([C:13]([CH2:16]C)([CH3:15])[CH3:14])=[CH:4][C:3]=1[N:18]=[N:19][C:20]1[CH:25]=[CH:24][CH:23]=[CH:22][C:21]=1[N+:26]([O-])=O.OC1C(C)=CC(C(C)(C)C)=CC=1N=NC1C=CC=CC=1[N+]([O-])=O>>[OH:1][C:2]1[C:7]([CH3:8])=[CH:6][C:5]([C:13]([CH3:14])([CH3:16])[CH3:15])=[CH:4][C:3]=1[N:18]1[N:19]=[C:20]2[CH:25]=[CH:24][CH:23]=[CH:22][C:21]2=[N:26]1. Reported procedure: When in Example 1, the 2'-hydroxy-3',5'-di-tert-amyl-2-nitroazobenzene was replaced by an equivalent amount of 2'-hydroxy-3'-methyl-5'-tert-butyl-2-nitroazobenzene, the product 2-(2-hydroxy-3-methyl-5-tert-butylphenyl)-2H-benzotriazole was obtained after a reaction time of 5 hours in an isolated yield of 81% of theory with a melting point of 145°-146° C. Reactants: C(C)O.O.C(C=1C(O)=CC=CC1)(=O)OC (ethanol water methyl salicylate), polymer, mixed solution, [NH2+]1C=NCC1 (imidazolinium). The solvent is CCOCC (ether). Conditions: temperature 70 celsius. Product: C(C=1C(O)=CC=CC1)(=O)OC (methyl salicylate). Reaction SMILES: C(O)C.O.[C:5]([O:14][CH3:15])(=[O:13])[C:6]1[C:7](=[CH:9][CH:10]=[CH:11][CH:12]=1)[OH:8].[NH2+]1CCN=C1>CCOCC>[C:5]([O:14][CH3:15])(=[O:13])[C:6]1[C:7](=[CH:9][CH:10]=[CH:11][CH:12]=1)[OH:8] |f:0.1.2|. Procedure: 740 Grams of a mixed solvent of ethanol/water/methyl salicylate=60/30/10 was added to 100 g of a polymer solution (polymer concentration: about 42%) substituted with imidazolinium cations obtained as in Example 4, to dissolve the polymer, to obtain a solution having the polymer concentration of 5%. To 100 g of this mixed solution was added 0.5 g of the aforementioned polyglycerolpolyglycidyl ether (described-above) used in Example 4, this was placed into a 100 ml sample bottle, the sample bottle... Starting materials: C(C1=CC=CC=C1)O (benzyl alcohol), C(C(=O)Cl)(=O)Cl (oxalyl chloride), C(C(=O)Cl)(=O)Cl (oxalyl chloride). The product is C(C(=O)OCC1=CC=CC=C1)(=O)Cl (benzyl chlorooxalate). The yield is 92.1%. Reaction SMILES: [CH2:1]([OH:8])[C:2]1[CH:7]=[CH:6][CH:5]=[CH:4][CH:3]=1.[C:9](Cl)(=[O:13])[C:10]([Cl:12])=[O:11]>>[C:10]([Cl:12])(=[O:11])[C:9]([O:8][CH2:1][C:2]1[CH:7]=[CH:6][CH:5]=[CH:4][CH:3]=1)=[O:13]. Procedure details: In this example the product was prepared in two synthetic steps. In the first step benzyl alcohol was reacted with 50% molar excess of oxalyl chloride. Upon completion of the reaction the excess oxalyl chloride was stripped from the product at reduced pressure to produce benzyl chlorooxalate having an assay of 96.6% and in a corrected yield of 92.1%. In the second step benzyl chlorooxalate was reacted with 2,5-dimethyl-2,5-dihydroperoxyhexane, in the presence of pyridine, to yield the product as... The reactants are COCC(CC(=O)OC(C)(C)C)=O (tert-butyl 4-methoxy-3-oxobutanoate), C([O-])([O-])=O.[K+].[K+] (potassium carbonate), ICCCCC(=O)OCC (ethyl 5-iodopentanoate). Run in CN(C=O)C (dimethylformamide). Run at time 15 hour. Yields the product COCC(=O)C(C(=O)OC(C)(C)C)CCCCC(=O)OCC (1-tert-butyl 7-ethyl 2-(methoxyacetyl)heptanedioate). The yield is 83.4%. Reaction SMILES: [CH3:1][O:2][CH2:3][C:4](=[O:13])[CH2:5][C:6]([O:8][C:9]([CH3:12])([CH3:11])[CH3:10])=[O:7].C(=O)([O-])[O-].[K+].[K+].I[CH2:21][CH2:22][CH2:23][CH2:24][C:25]([O:27][CH2:28][CH3:29])=[O:26]>CN(C)C=O>[CH3:1][O:2][CH2:3][C:4]([CH:5]([CH2:21][CH2:22][CH2:23][CH2:24][C:25]([O:27][CH2:28][CH3:29])=[O:26])[C:6]([O:8][C:9]([CH3:10])([CH3:12])[CH3:11])=[O:7])=[O:13] |f:1.2.3|. Procedure details: To a suspension of tert-butyl 4-methoxy-3-oxobutanoate (3.09 g) and potassium carbonate (2.50 g) in dimethylformamide (20 mL) was added ethyl 5-iodopentanoate (4.62 g) and the mixture was stirred at ambient temperature for 15 hours. The mixture was partitioned between ethyl acetate and water. The organic layer was separated, washed with water and brine, dried over magnesium sulfate, and evaporated in vacuo. The residue was purified by silica gel column chromatography eluting with a mixture of he... Reactants: C1CCOC1, COC(=O)C(Oc1ccc2ncc(Br)cc2c1)SC, C#C[Si](C)(C)C, CCOC(C)=O, [Cu], I. Yields the product COC(=O)C(Oc1ccc2ncc(C#C[Si](C)(C)C)cc2c1)SC. Reaction SMILES: [CH2:26]1[O:27][CH2:28][CH2:29][CH2:30]1.[CH3:1][O:2][C:3]([CH:4]([S:5][CH3:6])[O:7][c:8]1[cH:9][c:10]2[cH:11][c:12]([Br:18])[cH:13][n:14][c:15]2[cH:16][cH:17]1)=[O:19].[CH3:20][Si:21]([CH3:22])([CH3:23])[C:24]#[CH:25].[CH3:31][CH2:32][O:33][C:34](=[O:35])[CH3:36].[Cu:38].[I:37]>>[CH3:1][O:2][C:3]([CH:4]([S:5][CH3:6])[O:7][c:8]1[cH:9][c:10]2[cH:11][c:12]([C:25]#[C:24][Si:21]([CH3:20])([CH3:22])[CH3:23])[cH:13][n:14][c:15]2[cH:16][cH:17]1)=[O:19]. The reactants are C(C)C(C(=O)OCC)[C-]1C=CC=C1.[CH-]1C=CC=C1.[Fe+2] (ethyl 2-ethyl-2-ferrocenylacetate), Cl (hydrochloric acid), IC1=CC=C(C=C1)OC (4-iodoanisole), C(CCC)[Li] (n-butyllithium). Run in CCOCC (ether), CCOCC (ether). Run at temperature 0 celsius. Yields the product COC1=CC=C(C=C1)C(=C(CC)[C-]1C=CC=C1)C1=CC=C(C=C1)OC.[CH-]1C=CC=C1.[Fe+2] (1,1-bis(4-methoxyphenyl)-2-ferrocenyl-1-butene). Isolated yield 62.5%. RXN SMILES: I[C:2]1[CH:7]=[CH:6][C:5]([O:8][CH3:9])=[CH:4][CH:3]=1.[CH2:10]([Li])[CH2:11][CH2:12][CH3:13].C([CH:17]([C-:23]1[CH:27]=[CH:26][CH:25]=[CH:24]1)[C:18]([O:20][CH2:21]C)=O)C.[CH-:28]1[CH:32]=[CH:31][CH:30]=[CH:29]1.[Fe+2:33].Cl>CCOCC>[CH3:9][O:8][C:5]1[CH:6]=[CH:7][C:2]([C:10]([C:27]2[CH:23]=[CH:17][C:18]([O:20][CH3:21])=[CH:25][CH:26]=2)=[C:11]([C-:28]2[CH:32]=[CH:31][CH:30]=[CH:29]2)[CH2:12][CH3:13])=[CH:3][CH:4]=1.[CH-:23]1[CH:27]=[CH:26][CH:25]=[CH:24]1.[Fe+2:33] |f:2.3.4,7.8.9|. Reported procedure: 1.20 g (5.5 mmol) of 4-iodoanisole are dissolved in 20 ml of anhydrous ether under an argon atmosphere. The solution is cooled to 0° C. and then 2.9 ml (4.6 mmol) of a 1.6M n-butyllithium solution are added dropwise. After complete addition, the mixture is maintained at 0° C. for 15 minutes. A solution of ethyl 2-ethyl-2-ferrocenylacetate (0.69 g, 2.3 mmol) dissolved in 10 ml of anhydrous ether is placed in the dropping funnel. The latter solution is added dropwise to the first solution, the tem...